From a dataset of the Open Reaction Database (ORD), a public repository of structured organic reaction records. describe an organic reaction: reactants, conditions, products, and yield Starting materials: Cl.N[C@@H]1C[C@@H]([C@H](CC1)NC(=O)C1=C(NC2=C1N=CN=C2C2=C(C=CC(=C2)C(F)F)OCC2CC2)C)C (N-[(1S*,2S*,4S*)-4-amino-2-methylcyclohexyl]-4-[2-(cyclopropylmethoxy)-5-(difluoromethyl)phenyl]-6-methyl-5H-pyrrolo[3,2-d]pyrimidine-7-carboxamide hydrochloride), C(C)(=O)Cl (acetyl chloride). Product: C(C)(=O)N[C@@H]1C[C@@H]([C@H](CC1)NC(=O)C1=C(NC2=C1N=CN=C2C2=C(C=CC(=C2)C(F)F)OCC2CC2)C)C (N-[(1S*,2S*,4S*)-4-(Acetylamino)-2-methylcyclohexyl]-4-[2-(cyclopropylmethoxy)-5-(difluoromethyl)phenyl]-6-methyl-5H-pyrrolo[3,2-d]pyrimidine-7-carboxamide). RXN SMILES: Cl.[NH2:2][C@H:3]1[CH2:8][CH2:7][C@H:6]([NH:9][C:10]([C:12]2[C:16]3[N:17]=[CH:18][N:19]=[C:20]([C:21]4[CH:26]=[C:25]([CH:27]([F:29])[F:28])[CH:24]=[CH:23][C:22]=4[O:30][CH2:31][CH:32]4[CH2:34][CH2:33]4)[C:15]=3[NH:14][C:13]=2[CH3:35])=[O:11])[C@@H:5]([CH3:36])[CH2:4]1.[C:37](Cl)(=[O:39])[CH3:38]>>[C:37]([NH:2][C@H:3]1[CH2:8][CH2:7][C@H:6]([NH:9][C:10]([C:12]2[C:16]3[N:17]=[CH:18][N:19]=[C:20]([C:21]4[CH:26]=[C:25]([CH:27]([F:29])[F:28])[CH:24]=[CH:23][C:22]=4[O:30][CH2:31][CH:32]4[CH2:34][CH2:33]4)[C:15]=3[NH:14][C:13]=2[CH3:35])=[O:11])[C@@H:5]([CH3:36])[CH2:4]1)(=[O:39])[CH3:38] |f:0.1|. Reported procedure: Starting from N-[(1S*,2S*,4S*)-4-amino-2-methylcyclohexyl]-4-[2-(cyclopropylmethoxy)-5-(difluoromethyl)phenyl]-6-methyl-5H-pyrrolo[3,2-d]pyrimidine-7-carboxamide hydrochloride (example D.f63) and commercially available acetyl chloride the title compound is obtained as colorless solid.